Dataset: the Open Reaction Database (ORD), a public repository of structured organic reaction records. Task: describe an organic reaction: reactants, conditions, products, and yield Starting materials: CCOC(C)=O, CCCCCC, ClCCl, COc1ccc(F)cc1C(C)(C)CC(O)(CNc1cccc2nc(C)ccc12)C(F)(F)F. As a reaction SMILES: [C:33]([O:34][CH2:35][CH3:36])(=[O:37])[CH3:38].[CH3:39][CH2:40][CH2:41][CH2:42][CH2:43][CH3:44].[Cl:45][CH2:46][Cl:47].[F:1][c:2]1[cH:3][cH:4][c:5]([O:31][CH3:32])[c:6]([C:8]([CH2:9][C:10]([CH2:11][NH:12][c:13]2[c:14]3[cH:15][cH:16][c:17]([CH3:23])[n:18][c:19]3[cH:20][cH:21][cH:22]2)([OH:24])[C:25]([F:26])([F:27])[F:28])([CH3:29])[CH3:30])[cH:7]1>>[F:1][c:2]1[cH:3][cH:4][c:5]([OH:31])[c:6]([C:8]([CH2:9][C:10]([CH2:11][NH:12][c:13]2[c:14]3[cH:15][cH:16][c:17]([CH3:23])[n:18][c:19]3[cH:20][cH:21][cH:22]2)([OH:24])[C:25]([F:26])([F:27])[F:28])([CH3:29])[CH3:30])[cH:7]1. The product is Cc1ccc2c(NCC(O)(CC(C)(C)c3cc(F)ccc3O)C(F)(F)F)cccc2n1. Starting materials: CC(O)(CSc1ccc(F)cc1)C(=O)Nc1ccc(C#N)c(C(F)(F)F)c1, CCOC(C)=O, [K+], [OH-]. The product is CC(O)(CS(=O)(=O)c1ccc(F)cc1)C(=O)Nc1ccc(C#N)c(C(F)(F)F)c1. Reaction SMILES: [C:1](#[N:2])[c:3]1[c:4]([C:24]([F:25])([F:26])[F:27])[cH:5][c:6]([NH:7][C:8]([C:9]([CH2:10][S:11][c:12]2[cH:13][cH:14][c:15]([F:18])[cH:16][cH:17]2)([CH3:19])[OH:20])=[O:21])[cH:22][cH:23]1.[CH3:30][CH2:31][O:32][C:33](=[O:34])[CH3:35].[K+:29].[OH-:28]>>[C:1](#[N:2])[c:3]1[c:4]([C:24]([F:25])([F:26])[F:27])[cH:5][c:6]([NH:7][C:8]([C:9]([CH2:10][S:11]([c:12]2[cH:13][cH:14][c:15]([F:18])[cH:16][cH:17]2)(=[O:28])=[O:32])([CH3:19])[OH:20])=[O:21])[cH:22][cH:23]1. The reactants are C1CCC2=NCCCN2CC1 (DBU), CN(C)CC=1C=C2C(=C(NC2=CC1)C(F)(F)F)CC(=O)N (2-(5-dimethylaminomethyl-2-trifluoromethyl-1H-indol-3-yl)-acetamide), COC(C(=O)C1=CNC2=CC=CC=C12)=O ((1H-indol-3-yl)-oxo-acetic acid methyl ester), solution, CC(C)(C)[O-].[K+] (t-BuOK), crude product. Run in C1CCOC1 (THF), C1CCOC1 (THF), CCOC(=O)C (EtOAc), CCOC(=O)C (EtOAc), CN(C)C=O (DMF), CN(C)C=O (DMF). Run at time 1 hour. Yields the product CN(C)CC=1C=C2C(=C(NC2=CC1)C(F)(F)F)C=1C(NC(C1C1=CNC2=CC=CC=C12)=O)=O (3-(5-Dimethylaminomethyl-2-trifluoromethyl-1H-indol-3-yl)-4-(1H-indol-3-yl)-pyrrole-2,5-dione). Yield: 12.1%. RXN SMILES: [CH3:1][N:2]([CH2:4][C:5]1[CH:6]=[C:7]2[C:11](=[CH:12][CH:13]=1)[NH:10][C:9]([C:14]([F:17])([F:16])[F:15])=[C:8]2[CH2:18][C:19]([NH2:21])=[O:20])[CH3:3].C[O:23][C:24](=O)[C:25]([C:27]1[C:35]2[C:30](=[CH:31][CH:32]=[CH:33][CH:34]=2)[NH:29][CH:28]=1)=O.CC([O-])(C)C.[K+].C1CCN2C(=NCCC2)CC1>C1COCC1.CCOC(C)=O.CN(C=O)C>[CH3:1][N:2]([CH2:4][C:5]1[CH:6]=[C:7]2[C:11](=[CH:12][CH:13]=1)[NH:10][C:9]([C:14]([F:16])([F:15])[F:17])=[C:8]2[C:18]1[C:19](=[O:20])[NH:21][C:24](=[O:23])[C:25]=1[C:27]1[C:35]2[C:30](=[CH:31][CH:32]=[CH:33][CH:34]=2)[NH:29][CH:28]=1)[CH3:3] |f:2.3|. Procedure details: To a solution of 2-(5-dimethylaminomethyl-2-trifluoromethyl-1H-indol-3-yl)-acetamide (59.2 mg, 0.198 mmol) and (1H-indol-3-yl)-oxo-acetic acid methyl ester (60.3 mg, 0.297 mmol) in anhydrous THF (4.0 mL) is added dropwise a 1 M solution of t-BuOK in THF (0.989 mL) under an argon atmosphere at 0° C., followed by the addition of DMF(1.0 mL). The resulting deep red reaction mixture is stirred for 1 h at room temperature, diluted with EtOAc, washed with a saturated aqueous NH4Cl solution and washed ... Starting materials: CO, CO, CCOCc1nc2c(Cl)nc3ccccc3c2n1CCCc1cc(C)no1, ClCCl, N. The product is CCOCc1nc2c(N)nc3ccccc3c2n1CCCc1cc(C)no1. As a reaction SMILES: [CH3:29][OH:30].[CH3:34][OH:35].[Cl:1][c:2]1[n:3][c:4]2[cH:5][cH:6][cH:7][cH:8][c:9]2[c:10]2[c:11]1[n:12][c:13]([CH2:24][O:25][CH2:26][CH3:27])[n:14]2[CH2:15][CH2:16][CH2:17][c:18]1[cH:19][c:20]([CH3:23])[n:21][o:22]1.[Cl:31][CH2:32][Cl:33].[NH3:28]>>[c:2]1([NH2:28])[n:3][c:4]2[cH:5][cH:6][cH:7][cH:8][c:9]2[c:10]2[c:11]1[n:12][c:13]([CH2:24][O:25][CH2:26][CH3:27])[n:14]2[CH2:15][CH2:16][CH2:17][c:18]1[cH:19][c:20]([CH3:23])[n:21][o:22]1. The reactants are ClC1=C2C(=NC=C1)C=C(S2)I (7-chloro-2-iodothieno[3,2-b]pyridine), C([O-])([O-])=O.[Cs+].[Cs+] (cesium carbonate), ClC1=CC=C(C=N1)O (6-chloropyridin-3-ol). Solvent: CN(C)C=O (DMF), CN(C)C=O (DMF). Conditions: time 50 minute. Yields the product ClC1=CC=C(C=N1)OC1=C2C(=NC=C1)C=C(S2)I (7-(6-chloropyridin-3-yloxy)-2-iodothieno[3,2-b]pyridine). Isolated yield 32.0%. Reaction SMILES: Cl[C:2]1[CH:7]=[CH:6][N:5]=[C:4]2[CH:8]=[C:9]([I:11])[S:10][C:3]=12.C(=O)([O-])[O-].[Cs+].[Cs+].[Cl:18][C:19]1[N:24]=[CH:23][C:22]([OH:25])=[CH:21][CH:20]=1>CN(C=O)C>[Cl:18][C:19]1[N:24]=[CH:23][C:22]([O:25][C:2]2[CH:7]=[CH:6][N:5]=[C:4]3[CH:8]=[C:9]([I:11])[S:10][C:3]=23)=[CH:21][CH:20]=1 |f:1.2.3|. Procedure: Related methodology was described in WO 2005/121125. A stirred mixture of 7-chloro-2-iodothieno[3,2-b]pyridine (1.48 g, 5.00 mmol, prepared according to Ragan, J. A. Org. Proc. Res. 2003, 7, 676), cesium carbonate (2.44 g, 7.50 mmol), and DMF (50 mL) was heated to 135° C. under nitrogen with an attached reflux condenser. Next a solution of 6-chloropyridin-3-ol (0.972 g, 7.50 mmol) in DMF (20 mL) was added dropwise by syringe (2 mL approx every 5 min over a period of 50 minutes). The reaction was... Procedure: 8 ml of a tetrahydrofuran solution containing 100 mg (0.25 mmol) of N-(2-t-butyl-5-formylphenyl)-2-(9H-xanthen-9-yl)acetamide (prepared as described in Preparation 15) were cooled in an ice bath. 0.38 ml (0.38 mmol) of a 1M solution of cyclohexylmethylmagnesium bromide in diethyl ether was then added dropwise to the solution. The resulting mixture was stirred for 20 minutes at this temperature. It was then diluted with diethyl ether, and washed with dilute aqueous hydrochloric acid and then with... Reaction SMILES: O1CCCC1.[C:6]([C:10]1[CH:15]=[CH:14][C:13]([CH:16]=[O:17])=[CH:12][C:11]=1[NH:18][C:19](=[O:35])[CH2:20][CH:21]1[C:34]2[CH:33]=[CH:32][CH:31]=[CH:30][C:29]=2[O:28][C:27]2[C:22]1=[CH:23][CH:24]=[CH:25][CH:26]=2)([CH3:9])([CH3:8])[CH3:7].[CH:36]1([CH2:42][Mg]Br)[CH2:41][CH2:40][CH2:39][CH2:38][CH2:37]1>C(OCC)C>[C:6]([C:10]1[CH:15]=[CH:14][C:13]([CH:16]([OH:17])[CH2:42][CH:36]2[CH2:41][CH2:40][CH2:39][CH2:38][CH2:37]2)=[CH:12][C:11]=1[NH:18][C:19](=[O:35])[CH2:20][CH:21]1[C:22]2[CH:23]=[CH:24][CH:25]=[CH:26][C:27]=2[O:28][C:29]2[C:34]1=[CH:33][CH:32]=[CH:31][CH:30]=2)([CH3:9])([CH3:7])[CH3:8]. Solvent: C(C)OCC (diethyl ether), C(C)OCC (diethyl ether). Product: C(C)(C)(C)C1=C(C=C(C=C1)C(CC1CCCCC1)O)NC(CC1C2=CC=CC=C2OC=2C=CC=CC12)=O (N-[2-t-Butyl-5-(2-cyclohexyl-1-hydroxyethyl)phenyl]-2-(9H-xanthen-9-yl)acetamide). Starting materials: O1CCCC1 (tetrahydrofuran), C(C)(C)(C)C1=C(C=C(C=C1)C=O)NC(CC1C2=CC=CC=C2OC=2C=CC=CC12)=O (N-(2-t-butyl-5-formylphenyl)-2-(9H-xanthen-9-yl)acetamide), solution, C1(CCCCC1)C[Mg]Br (cyclohexylmethylmagnesium bromide). The yield is 76.0%. Run at time 20 minute.